From a dataset of the Open Reaction Database (ORD), a public repository of structured organic reaction records. describe an organic reaction: reactants, conditions, products, and yield The reactants are C(C)NC(=O)NC1=CC=C(C=C1)C=1N=C(C2=C(N1)CNCC2)N2[C@H](COCC2)C ((S)-1-ethyl-3-(4-(4-(3-methylmorpholino)-5,6,7,8-tetrahydropyrido[3,4-d]pyrimidin-2-yl)phenyl)urea), N1=CC(=CC=C1)CN1CCC(CC1)=O (1-(pyridin-3-ylmethyl)piperidin-4-one), C(C)(=O)O[BH-](OC(C)=O)OC(C)=O.[Na+] (Sodium triacetoxyborohydride). The solvent is O (water). Conditions: temperature 70 celsius, time 3 day. Yields the product C(C)NC(=O)NC1=CC=C(C=C1)C=1N=C(C2=C(N1)CN(CC2)CC=2C=NC=CC2)N2[C@H](COCC2)C ((S)-1-ethyl-3-(4-(4-(3-methylmorpholino)-7-(pyridin-3-ylmethyl)-5,6,7,8-tetrahydropyrido[3,4-d]pyrimidin-2-yl)phenyl)urea). As a reaction SMILES: [CH2:1]([NH:3][C:4]([NH:6][C:7]1[CH:12]=[CH:11][C:10]([C:13]2[N:14]=[C:15]([N:23]3[CH2:28][CH2:27][O:26][CH2:25][C@@H:24]3[CH3:29])[C:16]3[CH2:22][CH2:21][NH:20][CH2:19][C:17]=3[N:18]=2)=[CH:9][CH:8]=1)=[O:5])[CH3:2].[N:30]1[CH:35]=[CH:34][CH:33]=[C:32]([CH2:36]N2CCC(=O)CC2)[CH:31]=1.C(O[BH-](OC(=O)C)OC(=O)C)(=O)C.[Na+]>O>[CH2:1]([NH:3][C:4]([NH:6][C:7]1[CH:8]=[CH:9][C:10]([C:13]2[N:14]=[C:15]([N:23]3[CH2:28][CH2:27][O:26][CH2:25][C@@H:24]3[CH3:29])[C:16]3[CH2:22][CH2:21][N:20]([CH2:36][C:32]4[CH:31]=[N:30][CH:35]=[CH:34][CH:33]=4)[CH2:19][C:17]=3[N:18]=2)=[CH:11][CH:12]=1)=[O:5])[CH3:2] |f:2.3|. Procedure: (S)-1-ethyl-3-(4-(4-(3-methylmorpholino)-5,6,7,8-tetrahydropyrido[3,4-d]pyrimidin-2-yl)phenyl)urea (0.0995 g, 0.251 mmol) in dry was added 1-(pyridin-3-ylmethyl)piperidin-4-one (0.0486 g, 0.255 mmol). The reaction mixture was then heated at 70° C. for 40 min. The reaction mixture was then cooled at 0° C. and added Sodium triacetoxyborohydride (0.1118 g, 0.5275 mmol). The reaction mixture was allowed to warm slowly to room temperature and stirred for 3 days. The reaction mixture was diluted with ... Starting materials: CC(=O)OC(C)=O, Cl, [Na+], [OH-], Cc1c(O)cccc1C(=O)O. As a reaction SMILES: [CH3:14][C:15](=[O:16])[O:17][C:18](=[O:19])[CH3:20].[ClH:21].[Na+:13].[OH-:12].[OH:1][c:2]1[c:3]([CH3:11])[c:4]([C:5](=[O:6])[OH:7])[cH:8][cH:9][cH:10]1>>[O:1]([c:2]1[c:3]([CH3:11])[c:4]([C:5](=[O:6])[OH:7])[cH:8][cH:9][cH:10]1)[C:15]([CH3:14])=[O:16]. The product is CC(=O)Oc1cccc(C(=O)O)c1C. Starting materials: OC1=NC=C(C(=N1)CC1=CC=CC=C1)C(=O)OCC (ethyl 2-hydroxy-4-benzylpyrimidine-5-carboxylate), O=P(Cl)(Cl)Cl (POCl3). The product is ClC1=NC=C(C(=N1)CC1=CC=CC=C1)C(=O)OCC (Ethyl 2-chloro-4-benzylpyrimidine-5-carboxylate). Isolated yield 37.0%. Reaction SMILES: O[C:2]1[N:7]=[C:6]([CH2:8][C:9]2[CH:14]=[CH:13][CH:12]=[CH:11][CH:10]=2)[C:5]([C:15]([O:17][CH2:18][CH3:19])=[O:16])=[CH:4][N:3]=1.O=P(Cl)(Cl)[Cl:22]>>[Cl:22][C:2]1[N:7]=[C:6]([CH2:8][C:9]2[CH:14]=[CH:13][CH:12]=[CH:11][CH:10]=2)[C:5]([C:15]([O:17][CH2:18][CH3:19])=[O:16])=[CH:4][N:3]=1. Procedure: The title compound was prepared as described in Example 7, but employing a solution of ethyl 2-hydroxy-4-benzylpyrimidine-5-carboxylate (1.1 g, 4.3 mmol) and POCl3 (16 g, 107 mmol) resulting in a 37% yield (0.44 g); 1HNMR (DMSO-d6) δ 9.00 (s, 1H), 7.6-7.4 (m, 5H), 4.55 (s, 2H), 4.25 (q, 2H), 1.14 (t, 3H). Starting materials: C1(=CC=CC=C1)N1N=C(C=C1C=1SC=CC1)CCC=O (3-(1-phenyl-5-(thiophene-2-yl)-1H-pyrazol-3-yl)-propanal), [BH-](OC(=O)C)(OC(=O)C)OC(=O)C.[Na+] (NaBH(OAc)3), CC1=C(C=CC(=C1)C)N1CCNCC1 (1-(2,4-dimethylphenyl)piperazine), CCN(C(C)C)C(C)C (DIPEA). Yields the product CC1=C(C=CC(=C1)C)N1CCN(CC1)CCCC1=NN(C(=C1)C=1SC=CC1)C1=CC=CC=C1 (1-(2,4-dimethylphenyl)-4-(3-(1-phenyl-5-(thiophene-2-yl)-1H-pyrazol-3-yl)propyl)piperazine). RXN SMILES: [C:1]1([N:7]2[C:11]([C:12]3[S:13][CH:14]=[CH:15][CH:16]=3)=[CH:10][C:9]([CH2:17][CH2:18][CH:19]=O)=[N:8]2)[CH:6]=[CH:5][CH:4]=[CH:3][CH:2]=1.[CH3:21][C:22]1[CH:27]=[C:26]([CH3:28])[CH:25]=[CH:24][C:23]=1[N:29]1[CH2:34][CH2:33][NH:32][CH2:31][CH2:30]1.CCN(C(C)C)C(C)C.[BH-](OC(C)=O)(OC(C)=O)OC(C)=O.[Na+]>>[CH3:21][C:22]1[CH:27]=[C:26]([CH3:28])[CH:25]=[CH:24][C:23]=1[N:29]1[CH2:30][CH2:31][N:32]([CH2:19][CH2:18][CH2:17][C:9]2[CH:10]=[C:11]([C:12]3[S:13][CH:14]=[CH:15][CH:16]=3)[N:7]([C:1]3[CH:6]=[CH:5][CH:4]=[CH:3][CH:2]=3)[N:8]=2)[CH2:33][CH2:34]1 |f:3.4|. Procedure: 66 mg (95%) of target compound was obtained by using a method same as in Example 1 by using 3-(1-phenyl-5-(thiophene-2-yl)-1H-pyrazol-3-yl)-propanal (40 mg, 0.142 mmol), 1-(2,4-dimethylphenyl)piperazine (27 mg, 0.142 mmol), DIPEA (0.040 mL, 0.213 mmol) and NaBH(OAc)3 (90 mg, 0.573 mmol). Reactants: ClC=1C=C(C=CC1)NC1=NC=CC=C1C(=O)O (2-[(3-chloro-phenyl)amino]-3-pyridinecarboxylic acid), O=S(Cl)Cl (SOCl2). Solvent: CN(C)C=O (DMF). Yields the product ClC=1C=C(C=CC1)NC1=NC=CC=C1C(=O)Cl (2-[(3-chlorophenyl)amino]-3-pyridinecarbonyl chloride). Reaction SMILES: [Cl:1][C:2]1[CH:3]=[C:4]([NH:8][C:9]2[C:14]([C:15]([OH:17])=O)=[CH:13][CH:12]=[CH:11][N:10]=2)[CH:5]=[CH:6][CH:7]=1.O=S(Cl)[Cl:20]>CN(C=O)C>[Cl:1][C:2]1[CH:3]=[C:4]([NH:8][C:9]2[C:14]([C:15]([Cl:20])=[O:17])=[CH:13][CH:12]=[CH:11][N:10]=2)[CH:5]=[CH:6][CH:7]=1. Procedure: Stirring 2-[(3-chloro-phenyl)amino]-3-pyridinecarboxylic acid (30.8 g, 124 mmol) with SOCl2 (50 mL, 680 mmol) and DMF (0.5 mL) at 25° C. for 1 hr gave a solution which deposited a precipitate. Excess thionyl chloride was evaporated, the residue was mixed with benzene, and the solvent was evaporated to give crude, solid 2-[(3-chlorophenyl)amino]-3-pyridinecarbonyl chloride which was used directly in the next step C. Collecting, washing with benzene and petroleum ether, and drying the precipitate ...